Task: describe an organic reaction: reactants, conditions, products, and yield. Dataset: the Open Reaction Database (ORD), a public repository of structured organic reaction records The reactants are [OH-].[Na+] (sodium hydroxide), C1(=C(C(=C(C(=C1F)F)F)N)F)N.Cl.Cl (dihydrochloride), CN1CCC(CC1)=C1C2=C(C=CC3=C1C=C(C=C3)CN)C=CC=C2 (1-methyl-4-(3-aminomethyl-5H-dibenzo[a,d]cycloheptene-5-ylidene)piperidine), COC=1C=C(C(=O)Cl)C=C(C1OC)OC (3,4,5-trimethoxybenzoyl chloride). The solvent is C1(=CC=CC=C1)C (toluene). Run at time 5 minute. The product is CN1CCC(CC1)=C1C2=C(C=CC3=C1C=C(C=C3)CC3=C(C(=O)N)C=CC=C3)C=CC=C2 ((5-(1-methyl-4-piperidinylidene)-5H-dibenzo[a,d]cyclohepten-3-yl)methylbenzamide). As a reaction SMILES: C1(N)C(F)=C(F)C(F)=C([NH2:10])C=1F.Cl.Cl.[CH3:15][N:16]1[CH2:21][CH2:20][C:19](=[C:22]2[C:28]3[CH:29]=[C:30]([CH2:33]N)[CH:31]=[CH:32][C:27]=3[CH:26]=[CH:25][C:24]3[CH:35]=[CH:36][CH:37]=[CH:38][C:23]2=3)[CH2:18][CH2:17]1.CO[C:41]1[CH:42]=[C:43]([CH:47]=[C:48](OC)[C:49]=1OC)[C:44](Cl)=[O:45].[OH-].[Na+]>C1(C)C=CC=CC=1>[CH3:15][N:16]1[CH2:17][CH2:18][C:19](=[C:22]2[C:28]3[CH:29]=[C:30]([CH2:33][C:47]4[CH:48]=[CH:49][CH:41]=[CH:42][C:43]=4[C:44]([NH2:10])=[O:45])[CH:31]=[CH:32][C:27]=3[CH:26]=[CH:25][C:24]3[CH:35]=[CH:36][CH:37]=[CH:38][C:23]2=3)[CH2:20][CH2:21]1 |f:0.1.2,5.6|. Procedure: To a mixture of 0.50 g (1.26 mmol) of the dihydrochloride salt of 1-methyl-4-(3-aminomethyl-5H-dibenzo[a,d]cycloheptene-5-ylidene)piperidine and 0.25 g (1.08 mmol) 3,4,5-trimethoxybenzoyl chloride in 25 ml of toluene was added 1 ml of 10% aqueous sodium hydroxide. The mixture was shaken vigorously for 5 minutes. The toluene was removed by evaporation under reduced pressure and the residual gum was redissolved in chloroform. This chloroform phase was separated, dried over magnesium sulfate, filte... Starting materials: C1(=CC=CC=C1)C=1C=CC2=C(C=C(O2)C(=O)OCC)C1 (ethyl 5-phenylbenzofuran-2-carboxylate). The solvent is [OH-].[K+] (potassium hydroxide). Product: C1(=CC=CC=C1)C=1C=CC2=C(C=C(O2)C(=O)O)C1 (5-phenyl-2-benzofurancarboxylic acid). Reaction SMILES: [C:1]1([C:7]2[CH:8]=[CH:9][C:10]3[O:14][C:13]([C:15]([O:17]CC)=[O:16])=[CH:12][C:11]=3[CH:20]=2)[CH:6]=[CH:5][CH:4]=[CH:3][CH:2]=1>[OH-].[K+]>[C:1]1([C:7]2[CH:8]=[CH:9][C:10]3[O:14][C:13]([C:15]([OH:17])=[O:16])=[CH:12][C:11]=3[CH:20]=2)[CH:2]=[CH:3][CH:4]=[CH:5][CH:6]=1 |f:1.2|. Reported procedure: A mixture of 1.3 g of Compound 1B and 50 ml of 10% alcoholic potassium hydroxide was refluxed for 4 hours. The solvent was evaporated under reduced pressure and the residue was washed with ether and dissolved in water. The basic solution was acidified with dilute hydrochloric acid and extracted with ether. The ether layer was extracted with dilute sodium bicarbonate solution. The aqueous solution was re-acidified with dilute hydrochloric acid and extracted with ether. The ether extract was dried... Reactants: ClCCl, OCCc1cn(-c2cnc(N3CCC(Oc4ccccc4C(F)(F)F)CC3)nc2)nn1. Yields the product O=CCc1cn(-c2cnc(N3CCC(Oc4ccccc4C(F)(F)F)CC3)nc2)nn1. RXN SMILES: [Cl:32][CH2:33][Cl:34].[F:1][C:2]([c:3]1[c:4]([O:5][CH:6]2[CH2:7][CH2:8][N:9]([c:12]3[n:13][cH:14][c:15](-[n:18]4[n:19][n:20][c:21]([CH2:23][CH2:24][OH:25])[cH:22]4)[cH:16][n:17]3)[CH2:10][CH2:11]2)[cH:26][cH:27][cH:28][cH:29]1)([F:30])[F:31]>>[F:1][C:2]([c:3]1[c:4]([O:5][CH:6]2[CH2:7][CH2:8][N:9]([c:12]3[n:13][cH:14][c:15](-[n:18]4[n:19][n:20][c:21]([CH2:23][CH:24]=[O:25])[cH:22]4)[cH:16][n:17]3)[CH2:10][CH2:11]2)[cH:26][cH:27][cH:28][cH:29]1)([F:30])[F:31]. The reactants are [Br-], C1CCOC1, COc1cc(C(=O)N(C)OC)cc(S(F)(F)(F)(F)F)c1, C[Mg+]. Yields the product COc1cc(C(C)=O)cc(S(F)(F)(F)(F)F)c1. Reaction SMILES: [Br-:21].[CH2:24]1[O:25][CH2:26][CH2:27][CH2:28]1.[CH3:1][O:2][c:3]1[cH:4][c:5]([C:6](=[O:7])[N:8]([O:9][CH3:10])[CH3:11])[cH:12][c:13]([S:15]([F:16])([F:17])([F:18])([F:19])[F:20])[cH:14]1.[CH3:22][Mg+:23]>>[CH3:1][O:2][c:3]1[cH:4][c:5]([C:6](=[O:7])[CH3:22])[cH:12][c:13]([S:15]([F:16])([F:17])([F:18])([F:19])[F:20])[cH:14]1. The reactants are OCc1ccc(Br)cc1, Cc1ccccc1, C[Si](C)(C)Cl, c1ccncc1. Yields the product C[Si](C)(C)OCc1ccc(Br)cc1. As a reaction SMILES: [Br:6][c:7]1[cH:8][cH:9][c:10]([CH2:11][OH:12])[cH:13][cH:14]1.[CH3:15][c:16]1[cH:17][cH:18][cH:19][cH:20][cH:21]1.[CH3:1][Si:2]([CH3:3])([CH3:4])[Cl:5].[cH:22]1[cH:23][cH:24][n:25][cH:26][cH:27]1>>[CH3:1][Si:2]([CH3:3])([CH3:4])[O:12][CH2:11][c:10]1[cH:9][cH:8][c:7]([Br:6])[cH:14][cH:13]1. The reactants are O=C([O-])[O-], CC(C)(C)C(=O)OCCl, CN(C)C=O, COc1cc(OC)nc(Sc2nccc(-c3ccc(F)cc3)c2C(=O)O)n1, [K+], [K+], O. The product is COc1cc(OC)nc(Sc2nccc(-c3ccc(F)cc3)c2C(=O)OCOC(=O)C(C)(C)C)n1. As a reaction SMILES: [C:28](=[O:29])([O-:30])[O-:31].[C:39]([C:40]([CH3:41])([CH3:42])[CH3:43])(=[O:44])[O:45][CH2:46][Cl:47].[CH3:34][N:35]([CH3:36])[CH:37]=[O:38].[F:1][c:2]1[cH:3][cH:4][c:5](-[c:8]2[cH:9][cH:10][n:11][c:12]([S:17][c:18]3[n:19][c:20]([O:26][CH3:27])[cH:21][c:22]([O:24][CH3:25])[n:23]3)[c:13]2[C:14](=[O:15])[OH:16])[cH:6][cH:7]1.[K+:32].[K+:33].[OH2:48]>>[F:1][c:2]1[cH:3][cH:4][c:5](-[c:8]2[cH:9][cH:10][n:11][c:12]([S:17][c:18]3[n:19][c:20]([O:26][CH3:27])[cH:21][c:22]([O:24][CH3:25])[n:23]3)[c:13]2[C:14](=[O:15])[O:16][CH2:46][O:45][C:39]([C:40]([CH3:41])([CH3:42])[CH3:43])=[O:44])[cH:6][cH:7]1. Reactants: OC=1C(NN=C(C1)CCC1=CC=CC=C1)=O (4-hydroxy-6-(2-phenylethyl)pyridazin-3(2H)-one), C(C1=CC=CC=C1)OC=1N=NC(=CC1OCC1=CC=CC=C1)C=C1CC1 (3,4-bis(benzyloxy)-6-(cyclopropylidenemethyl)pyridazine), C(C1=CC=CC=C1)OC=1N=NC(=CC1OCC1=CC=CC=C1)C=C1CC1 (3,4-bis(benzyloxy)-6-(cyclopropylidenemethyl)pyridazine). Solvent: CO (methanol). Yields the product C1(CC1)CC=1C=C(C(NN1)=O)O (6-(cyclopropylmethyl)-4-hydroxypyridazin-3(2H)-one). The yield is 46.0%. As a reaction SMILES: [OH:1][C:2]1[C:3](=[O:16])[NH:4][N:5]=[C:6]([CH2:8][CH2:9][C:10]2[CH:15]=CC=CC=2)[CH:7]=1.C(OC1N=NC(C=C2CC2)=CC=1OCC1C=CC=CC=1)C1C=CC=CC=1>CO>[CH:9]1([CH2:8][C:6]2[CH:7]=[C:2]([OH:1])[C:3](=[O:16])[NH:4][N:5]=2)[CH2:10][CH2:15]1. Reported procedure: Prepared in the same manner as 4-hydroxy-6-(2-phenylethyl)pyridazin-3(2H)-one (Example 1) from 3,4-bis(benzyloxy)-6-(cyclopropylidenemethyl)pyridazine (Intermediate 65) except that methanol was used as the reaction solvent. The crude compound was purified by preparative HPLC to yield 6-(cyclopropylmethyl)-4-hydroxypyridazin-3(2H)-one (46% yield) Reactants: CN(CCCN)C (3-Dimethylaminopropylamine), NC1=NC(=NC=C1C#N)NC1=CC=C(C=C1)S(=O)(=O)F (4-amino-5-cyano-2-(4-fluorosulphonylanilino)pyrimidine). Conditions: temperature 90 celsius, time 18 hour. Yields the product NC1=NC(=NC=C1C#N)NC1=CC=C(C=C1)S(NCCCN(C)C)(=O)=O (4-Amino-5-cyano-2-{4-[N-(3-dimethylaminopropyl)sulphamoyl]anilino}pyrimidine). Yield: 55.0%. RXN SMILES: [CH3:1][N:2]([CH3:7])[CH2:3][CH2:4][CH2:5][NH2:6].[NH2:8][C:9]1[C:14]([C:15]#[N:16])=[CH:13][N:12]=[C:11]([NH:17][C:18]2[CH:23]=[CH:22][C:21]([S:24](F)(=[O:26])=[O:25])=[CH:20][CH:19]=2)[N:10]=1>>[NH2:8][C:9]1[C:14]([C:15]#[N:16])=[CH:13][N:12]=[C:11]([NH:17][C:18]2[CH:19]=[CH:20][C:21]([S:24](=[O:26])(=[O:25])[NH:6][CH2:5][CH2:4][CH2:3][N:2]([CH3:7])[CH3:1])=[CH:22][CH:23]=2)[N:10]=1. Procedure details: 3-Dimethylaminopropylamine (3 ml) was added to 4-amino-5-cyano-2-(4-fluorosulphonylanilino)pyrimidine (Method 1; 250 mg, 0.853 mmol), the mixture was heated at 90° C. for 45 minutes then stirred at ambient temperature for 18 hours. The volatiles were removed by evaporation and residue was purified by chromatography on silica gel eluting with ethyl acetate/hexane/methanol (50:50:0) increasing in polarity to (80:0:20). The product was triturated with ether and a few drops of methanol and the resul...